Dataset: the Open Reaction Database (ORD), a public repository of structured organic reaction records. Task: describe an organic reaction: reactants, conditions, products, and yield Run in CO.O (methanol water). Yields the product ClC=1C=C(C=CC1OCC1=CC(=C(C=C1)OCC(C)C)Cl)CC(=O)O (3-chloro-4-(3'-chloro-4'-isobutoxybenzyloxy) phenylacetic acid). As a reaction SMILES: [Cl:1][C:2]1[CH:3]=[C:4]([CH:7]=[CH:8][C:9]=1[O:10][CH2:11][CH:12]([CH3:14])[CH3:13])[CH2:5]Cl.[Cl:15][C:16]1[CH:17]=[C:18]([CH2:23][C:24]([O:26]C)=[O:25])[CH:19]=[CH:20][C:21]=1[OH:22]>CO.O>[Cl:15][C:16]1[CH:17]=[C:18]([CH2:23][C:24]([OH:26])=[O:25])[CH:19]=[CH:20][C:21]=1[O:22][CH2:5][C:4]1[CH:7]=[CH:8][C:9]([O:10][CH2:11][CH:12]([CH3:13])[CH3:14])=[C:2]([Cl:1])[CH:3]=1 |f:2.3|. Procedure: The procedure of Example (1) (e) was repeated wherein 3-chloro-4-isobutyoxybenzyl chloride was reacted with methyl 3-chloro-4-hydroxyphenylacetate to yield 3-chloro-4-(3'-chloro-4'-isobutoxybenzyloxy) phenylacetic acid (52.4yield), m.p. 127.5°-129° C. (methanol-water). Starting materials: ( e ), ClC=1C=C(CCl)C=CC1OCC(C)C (3-chloro-4-isobutyoxybenzyl chloride), ClC=1C=C(C=CC1O)CC(=O)OC (methyl 3-chloro-4-hydroxyphenylacetate). The reactants are NC=1N=C(SC1C(=O)C1=CC(=C(C=C1)Cl)[N+](=O)[O-])NC1=CC=C(C=C1)N1CCN(CC1)C ([4-amino-2-[[4-(4-methyl-1-piperazinyl)phenyl]amino]-5-thiazolyl](4-chloro-3-nitrophenyl)methanone), N1CCCC1 (pyrrolidine). The product is NC=1N=C(SC1C(=O)C1=CC(=C(C=C1)N1CCCC1)[N+](=O)[O-])NC1=CC=C(C=C1)N1CCN(CC1)C ([4-Amino-2-[[4-(4-methyl-1-piperazinyl)phenyl]amino]-5-thiazolyl][3-nitro-4-(1-pyrrolidinyl)phenyl]methanone). RXN SMILES: [NH2:1][C:2]1[N:3]=[C:4]([NH:19][C:20]2[CH:25]=[CH:24][C:23]([N:26]3[CH2:31][CH2:30][N:29]([CH3:32])[CH2:28][CH2:27]3)=[CH:22][CH:21]=2)[S:5][C:6]=1[C:7]([C:9]1[CH:14]=[CH:13][C:12](Cl)=[C:11]([N+:16]([O-:18])=[O:17])[CH:10]=1)=[O:8].[NH:33]1[CH2:37][CH2:36][CH2:35][CH2:34]1>>[NH2:1][C:2]1[N:3]=[C:4]([NH:19][C:20]2[CH:25]=[CH:24][C:23]([N:26]3[CH2:31][CH2:30][N:29]([CH3:32])[CH2:28][CH2:27]3)=[CH:22][CH:21]=2)[S:5][C:6]=1[C:7]([C:9]1[CH:14]=[CH:13][C:12]([N:33]2[CH2:37][CH2:36][CH2:35][CH2:34]2)=[C:11]([N+:16]([O-:18])=[O:17])[CH:10]=1)=[O:8]. Procedure: This compound was prepared from the compound of Example 15 and pyrrolidine by the procedure used in Example 57. Mass spectrum (ES) MH+=508. The reactants are BrBr (bromine), C1C(CC2=CC=CC=C12)N(C(CC)=O)CCC (N-Indan-2-yl-N-propyl-propionamide), C(C)(=O)O (acetic acid), BrBr (bromine), BrBr (bromine). Run in ClCCl (dichloromethane). Conditions: time 8 hour. The product is BrC1=CC=C2CC(CC2=C1)N(C(CC)=O)CCC (N-(6-Bromo-indan-2-yl)-N-propyl-propionamide). The yield is 33.6%. As a reaction SMILES: [CH2:1]1[C:9]2[C:4](=[CH:5][CH:6]=[CH:7][CH:8]=2)[CH2:3][CH:2]1[N:10]([CH2:15][CH2:16][CH3:17])[C:11](=[O:14])[CH2:12][CH3:13].C(O)(=O)C.[Br:22]Br>ClCCl>[Br:22][C:7]1[CH:8]=[C:9]2[C:4]([CH2:3][CH:2]([N:10]([CH2:15][CH2:16][CH3:17])[C:11](=[O:14])[CH2:12][CH3:13])[CH2:1]2)=[CH:5][CH:6]=1. Reported procedure: N-Indan-2-yl-N-propyl-propionamide (Preparation 13, 1 g, 4.32 mmol) was dissolved in dichloromethane (100 mL). Glacial acetic acid was added to adjust the pH to 4. This was followed by the addition of bromine (0.4 ml, 7.78 mmol). The solution was stirred at room temperature for 8 h. Additional bromine (0.2 ml, 3.89 mmol) was added and the solution was refluxed for 18 h. Since the reaction was not complete another portion of bromine (0.2 ml, 3.89 mmol) was added and the reaction mixture was reflu... The reactants are [N+](=[N-])=C1C(OCC1=O)=O (3-diazo-2,4-(3H, 5H)-furandione), CC(O)C1CC1 (a-methylcyclopropanemethanol). Reagents/catalysts: C(C)(=O)[O-].[Rh+3].C(C)(=O)[O-].C(C)(=O)[O-] (rhodium acetate). Reaction conditions: temperature 130 celsius. Yields the product C1(CC1)C(C)OC=1C(OCC1O)=O (3-(1-cyclopropylethoxy)-4-hydroxy-2(5H)-furanone). Reaction SMILES: [N+](=[C:3]1[C:7](=[O:8])[CH2:6][O:5][C:4]1=[O:9])=[N-].[CH3:10][CH:11]([CH:13]1[CH2:15][CH2:14]1)[OH:12]>C([O-])(=O)C.[Rh+3].C([O-])(=O)C.C([O-])(=O)C>[CH:13]1([CH:11]([O:12][C:3]2[C:4](=[O:9])[O:5][CH2:6][C:7]=2[OH:8])[CH3:10])[CH2:15][CH2:14]1 |f:2.3.4.5|. Reported procedure: To the mixture of 3-diazo-2,4-(3H, 5H)-furandione (300 mg, 2.38 mmol; Example 207, Step 1) and a-methylcyclopropanemethanol (2.0 mL) was added rhodium acetate (30 mg). The mixture was heated at 130° C. for a period of 18 h. The excess of alcohol was evaporated under reduced pressure and the resulting crude mixture was purified by flash chromatography (10% to 20% MeOH in CH2Cl2) to provide 50 mg of the title compound.